This data is from the Open Reaction Database (ORD), a public repository of structured organic reaction records. The task is: describe an organic reaction: reactants, conditions, products, and yield Starting materials: C(C)C(C(=O)O)C(=O)O (ethyl-malonic acid), N12CCCCCC2=NCCC1 (1,8-diazabicyclo[5.4.0]undec-7-ene), C(C1=CC=CC=C1)Br (benzyl bromide), C1=CC=CC=C1 (benzene). The product is C(C)C(C(=O)OCC1=CC=CC=C1)C(=O)OCC1=CC=CC=C1 (Ethylmalonic acid, dibenzyl ester). As a reaction SMILES: [CH2:1]([CH:3]([C:7]([OH:9])=[O:8])[C:4]([OH:6])=[O:5])[CH3:2].N12CCCN=[C:16]1[CH2:15][CH2:14][CH2:13][CH2:12][CH2:11]2.[CH2:21](Br)[C:22]1[CH:27]=[CH:26][CH:25]=[CH:24][CH:23]=1.[CH:29]1C=CC=CC=1>>[CH2:1]([CH:3]([C:7]([O:9][CH2:29][C:16]1[CH:15]=[CH:14][CH:13]=[CH:12][CH:11]=1)=[O:8])[C:4]([O:6][CH2:21][C:22]1[CH:27]=[CH:26][CH:25]=[CH:24][CH:23]=1)=[O:5])[CH3:2]. Reported procedure: A solution of 2.0 g (15 mmol) of ethyl-malonic acid, 4.7 mL (31 mmol) of 1,8-diazabicyclo[5.4.0]undec-7-ene (DBU) and 3.9 mL (32 mmol) of benzyl bromide in 100 mL of benzene was refluxed for 22 hours. After cooling, the reaction was washed with 150 mL of H2O. After separating layers, the organic phase was dried over MgSO4 and concentrated. The residue was purified on a 40M Biotage column using 24:1 v/v hexane/EtOAc as the eluant to afford the title compound as a colorless oil: RF: 0.40 (9:1 v/v ... The reactants are C(N)(=O)CSC[C@H]1N(C[C@@H](C1)OS(=O)(=O)C)C(=O)OCC1=CC=C(C=C1)[N+](=O)[O-] ((2S,4R)-2-(carbamoylmethyl)thiomethyl-4-methanesulfonyloxy-1-(4-nitrobenzyloxycarbonyl)pyrrolidine), ice water, [H-].[Na+] (sodium hydride), C(C1=CC=CC=C1)(=O)S (thiobenzoic S-acid). Run in CN(C=O)C (N,N-dimethylformamide), CN(C=O)C (N,N-dimethylformamide). Reaction conditions: time 30 minute. Yields the product C(C1=CC=CC=C1)(=O)S[C@H]1C[C@H](N(C1)C(=O)OCC1=CC=C(C=C1)[N+](=O)[O-])CSCC(N)=O ((2S,4S)-4-benzoylthio-2-(carbamoylmethyl)thiomethyl-1-(4-nitrobenzyloxycarbonyl)pyrrolidine). As a reaction SMILES: [H-].[Na+].[C:3]([SH:11])(=[O:10])[C:4]1[CH:9]=[CH:8][CH:7]=[CH:6][CH:5]=1.[C:12]([CH2:15][S:16][CH2:17][C@@H:18]1[CH2:22][C@@H:21](OS(C)(=O)=O)[CH2:20][N:19]1[C:28]([O:30][CH2:31][C:32]1[CH:37]=[CH:36][C:35]([N+:38]([O-:40])=[O:39])=[CH:34][CH:33]=1)=[O:29])(=[O:14])[NH2:13]>CN(C)C=O>[C:3]([S:11][C@@H:21]1[CH2:20][N:19]([C:28]([O:30][CH2:31][C:32]2[CH:33]=[CH:34][C:35]([N+:38]([O-:40])=[O:39])=[CH:36][CH:37]=2)=[O:29])[C@H:18]([CH2:17][S:16][CH2:15][C:12](=[O:14])[NH2:13])[CH2:22]1)(=[O:10])[C:4]1[CH:9]=[CH:8][CH:7]=[CH:6][CH:5]=1 |f:0.1|. Reported procedure: To a suspension of sodium hydride (62.8% in oil) (0.22 g) in N,N-dimethylformamide (5 ml) was added dropwise thiobenzoic S-acid (0.66 ml) under ice-cooling. After stirring under the same condition for 30 minutes, this solution was added to a solution of (2S,4R)-2-(carbamoylmethyl)thiomethyl-4-methanesulfonyloxy-1-(4-nitrobenzyloxycarbonyl)pyrrolidine (1.68 g) in N,N-dimethylformamide (20 ml) at ambient temperature. The mixture was stirred at 70°-80° C. for 1 hour. The reaction mixture was poured... Reactants: CC(C(=O)NC1=C(C=CC=C1)CC(C1=C(C=CC=C1)CC)NC)(C)C (2,2-dimethyl-N-[2-[2-methylamino-2-(2-ethylphenyl)ethyl]phenyl]propanamide), Cl (hydrochloric acid), [OH-].[Na+] (sodium hydroxide). Solvent: ice. The product is Cl.Cl.NC1=C(CC(C2=C(C=CC=C2)CC)NC)C=CC=C1 (2-amino-α-(2-ethylphenyl)-N-methylphenethylamine dihydrochloride). RXN SMILES: CC(C)(C)C([NH:5][C:6]1[CH:11]=[CH:10][CH:9]=[CH:8][C:7]=1[CH2:12][CH:13]([NH:22][CH3:23])[C:14]1[CH:19]=[CH:18][CH:17]=[CH:16][C:15]=1[CH2:20][CH3:21])=O.[ClH:26].[OH-].[Na+]>>[ClH:26].[ClH:26].[NH2:5][C:6]1[CH:11]=[CH:10][CH:9]=[CH:8][C:7]=1[CH2:12][CH:13]([NH:22][CH3:23])[C:14]1[CH:19]=[CH:18][CH:17]=[CH:16][C:15]=1[CH2:20][CH3:21] |f:2.3,4.5.6|. Reported procedure: A solution of 14.0 g of 2,2-dimethyl-N-[2-[2-methylamino-2-(2-ethylphenyl)ethyl]phenyl]propanamide and 100 ml of 6N hydrochloric acid was refluxed for 8 hr, cooled and poured into 250 ml of ice. The mixture was basified with 50% sodium hydroxide solution and extracted with dichloromethane. The extracts were combined, dried over anhydrous sodium sulfate and concentrated. The oil was dissolved in 50 ml methanol and the solution was treated with ethereal hydrogen chloride and diluted with 700 ml an... Starting materials: CO, O=[O+][O-], O, Oc1cccc2c1CC=CC2. Yields the product OCCc1cccc(O)c1CCO. Reaction SMILES: [CH3:15][OH:16].[O-:12][O+:13]=[O:14].[O:17].[c:1]1([OH:11])[cH:2][cH:3][cH:4][c:5]2[c:10]1[CH2:9][CH:8]=[CH:7][CH2:6]2>>[c:1]1([OH:11])[cH:2][cH:3][cH:4][c:5]([CH2:6][CH2:7][OH:12])[c:10]1[CH2:9][CH2:15][OH:16]. Starting materials: NC1=C(C(=C(C=C1)CC(=O)OC)F)O (methyl (4-amino-2-fluoro-3-hydroxyphenyl)acetate), FC=1C=CC(=C(C1)N=C=S)C (5-fluoro-2-methylphenyl isothiocyanate), mercuric oxide. Procedure details: In methanol (30 ml) was dissolved methyl (4-amino-2-fluoro-3-hydroxyphenyl)acetate (1.0 g, 5.02 mmol). To the resulting solution was added 5-fluoro-2-methylphenyl isothiocyanate (1.0 g, 5.98 mmol). After the resulting mixture was stirred at room temperature for 5 days, mercuric oxide (yellow) (1.14 g, 4.36 mmol) was added thereto. The mixture was stirred at 70° C. for 6 hours. After cooling to room temperature, the reaction mixture was filtered through Celite and washed with methanol. The filtra... Run at time 5 day. Run in CO (methanol). Yields the product FC=1C=CC(=C(C1)NC=1OC2=C(N1)C=CC(=C2F)CC(=O)OC)C (methyl (2-(5-fluoro-2-methylphenylamino)-7-fluoro-6-benzoxazolyl)acetate). Yield: 48.6%. Reaction SMILES: [NH2:1][C:2]1[CH:7]=[CH:6][C:5]([CH2:8][C:9]([O:11][CH3:12])=[O:10])=[C:4]([F:13])[C:3]=1[OH:14].[F:15][C:16]1[CH:17]=[CH:18][C:19]([CH3:25])=[C:20]([N:22]=[C:23]=S)[CH:21]=1>CO>[F:15][C:16]1[CH:17]=[CH:18][C:19]([CH3:25])=[C:20]([NH:22][C:23]2[O:14][C:3]3[C:4]([F:13])=[C:5]([CH2:8][C:9]([O:11][CH3:12])=[O:10])[CH:6]=[CH:7][C:2]=3[N:1]=2)[CH:21]=1. Yields the product C(=O)(O)C(C)NC=1C=C(C(=O)C=2C=C(N3C=CC=CC23)CCCC(=O)OCC)C=CC1 (ethyl 4-[1-[3-(1-carboxyethylamino)benzoyl]indolizin-3-yl]butyrate). The reactants are C(C1=CC=CC=C1)OC(=O)C(C)NC=1C=C(C(=O)C=2C=C(N3C=CC=CC23)CCCC(=O)OCC)C=CC1 (ethyl 4-[1-[3-[(1-benzyloxycarbonylethyl)amino]benzoyl]indolizin-3-yl]butyrate). Yield: 91.0%. Procedure: To a solution of ethyl 4-[1-[3-[(1-benzyloxycarbonylethyl)amino]benzoyl]indolizin-3-yl]butyrate (0.20 g) in ethanol (10 ml) was added 10% palladium on carbon (0.1 g). The mixture was stirred under hydrogen atmosphere at room temperature for 2 hours. Removal of catalyst and evaporation of solvent gave ethyl 4-[1-[3-(1-carboxyethylamino)benzoyl]indolizin-3-yl]butyrate (0.15 g) as yellow powder. Reagents/catalysts: [Pd] (palladium on carbon). Solvent: C(C)O (ethanol). RXN SMILES: C([O:8][C:9]([CH:11]([NH:13][C:14]1[CH:15]=[C:16]([CH:36]=[CH:37][CH:38]=1)[C:17]([C:19]1[CH:20]=[C:21]([CH2:28][CH2:29][CH2:30][C:31]([O:33][CH2:34][CH3:35])=[O:32])[N:22]2[C:27]=1[CH:26]=[CH:25][CH:24]=[CH:23]2)=[O:18])[CH3:12])=[O:10])C1C=CC=CC=1>C(O)C.[Pd]>[C:9]([CH:11]([NH:13][C:14]1[CH:15]=[C:16]([CH:36]=[CH:37][CH:38]=1)[C:17]([C:19]1[CH:20]=[C:21]([CH2:28][CH2:29][CH2:30][C:31]([O:33][CH2:34][CH3:35])=[O:32])[N:22]2[C:27]=1[CH:26]=[CH:25][CH:24]=[CH:23]2)=[O:18])[CH3:12])([OH:10])=[O:8]. Reaction conditions: time 2 hour.